From a dataset of the Open Reaction Database (ORD), a public repository of structured organic reaction records. describe an organic reaction: reactants, conditions, products, and yield Starting materials: CN(C)C[C@H]1C[C@H](C1)C1=NC(=C2N1C=CN=C2N)C2=CC=C(C=C2)OC2=CC=CC=C2 (cis-3-(3-dimethylaminomethylcyclobutyl)-1-(4-phenoxyphenyl)-imidazo[1,5-a]pyrazin-8-ylamine), N1CCCC1 (pyrrolidine). Product: O(C1=CC=CC=C1)C1=CC=C(C=C1)C=1N=C(N2C1C(=NC=C2)N)C2CC(C2)CN2CCCC2 (1-(4-Phenoxy-phenyl)-3-(3-pyrrolidin-1-ylmethyl-cyclobutyl)-imidazo[1,5-a]pyrazin-8-ylamine). As a reaction SMILES: [CH3:1][N:2]([CH2:4][C@@H:5]1[CH2:8][C@H:7]([C:9]2[N:13]3[CH:14]=[CH:15][N:16]=[C:17]([NH2:18])[C:12]3=[C:11]([C:19]3[CH:24]=[CH:23][C:22]([O:25][C:26]4[CH:31]=[CH:30][CH:29]=[CH:28][CH:27]=4)=[CH:21][CH:20]=3)[N:10]=2)[CH2:6]1)[CH3:3].N1CC[CH2:34][CH2:33]1>>[O:25]([C:22]1[CH:21]=[CH:20][C:19]([C:11]2[N:10]=[C:9]([CH:7]3[CH2:6][CH:5]([CH2:4][N:2]4[CH2:1][CH2:34][CH2:33][CH2:3]4)[CH2:8]3)[N:13]3[CH:14]=[CH:15][N:16]=[C:17]([NH2:18])[C:12]=23)=[CH:24][CH:23]=1)[C:26]1[CH:27]=[CH:28][CH:29]=[CH:30][CH:31]=1. Procedure details: Prepared according to the procedure described above for cis-3-(3-dimethylaminomethylcyclobutyl)-1-(4-phenoxyphenyl)-imidazo[1,5-a]pyrazin-8-ylamine, except using pyrrolidine. Reactants: ClC1=NC(=C(N=C1)C1=CC=CC=C1)C1=CC=CC=C1 (2-chloro-5,6-diphenylpyrazine), C(C=C)N (allylamine). The solvent is CO (methanol). Run at time 54 hour. The product is C(C=C)NC1=NC(=C(N=C1)C1=CC=CC=C1)C1=CC=CC=C1 (2-allylamino-5,6-diphenylpyrazine). Yield: 30.6%. Reaction SMILES: Cl[C:2]1[CH:7]=[N:6][C:5]([C:8]2[CH:13]=[CH:12][CH:11]=[CH:10][CH:9]=2)=[C:4]([C:14]2[CH:19]=[CH:18][CH:17]=[CH:16][CH:15]=2)[N:3]=1.[CH2:20]([NH2:23])[CH:21]=[CH2:22]>CO>[CH2:20]([NH:23][C:2]1[CH:7]=[N:6][C:5]([C:8]2[CH:13]=[CH:12][CH:11]=[CH:10][CH:9]=2)=[C:4]([C:14]2[CH:19]=[CH:18][CH:17]=[CH:16][CH:15]=2)[N:3]=1)[CH:21]=[CH2:22]. Procedure: To a solution of 1.00 g of 2-chloro-5,6-diphenylpyrazine in 10 ml of methanol, 2.14 g of allylamine was added and the mixture was reacted in a sealed tube at 80° C. for 41 hours, followed by stirring at room temperature for 54 hours. After the solvent was evaporated under reduced pressure, the reaction solution was combined with water, extracted with chloroform, dried over anhydrous magnesium sulfate, and then the solvent was evaporated under reduced pressure. The residue was purified by silica ... The reactants are P(=O)(Cl)(Cl)Cl (phosphoryl chloride), C(=O)(O)C=1N=COC1CCNC(=O)OCC1=CC=CC=C1 (4-carboxy-5-{2-(benzyloxycarbonylamino)ethyl}oxazole), N1=CC=CC=C1 (pyridine), C(C)(C)(C)O (tert-butyl alcohol). Run in C(Cl)(Cl)Cl (chloroform). Reaction conditions: time 8 hour. Yields the product C(C)(C)(C)OC(=O)C=1N=COC1CCNC(=O)OCC1=CC=CC=C1 (4-tert-butoxycarbonyl-5-{2-(benzyloxycarbonylamino)ethyl}oxazole). As a reaction SMILES: [C:1]([C:4]1[N:5]=[CH:6][O:7][C:8]=1[CH2:9][CH2:10][NH:11][C:12]([O:14][CH2:15][C:16]1[CH:21]=[CH:20][CH:19]=[CH:18][CH:17]=1)=[O:13])([OH:3])=[O:2].N1C=CC=CC=1.[C:28](O)([CH3:31])([CH3:30])[CH3:29].P(Cl)(Cl)(Cl)=O>C(Cl)(Cl)Cl>[C:28]([O:2][C:1]([C:4]1[N:5]=[CH:6][O:7][C:8]=1[CH2:9][CH2:10][NH:11][C:12]([O:14][CH2:15][C:16]1[CH:21]=[CH:20][CH:19]=[CH:18][CH:17]=1)=[O:13])=[O:3])([CH3:31])([CH3:30])[CH3:29]. Procedure details: To a mixture of 2.9 g of 4-carboxy-5-{2-(benzyloxycarbonylamino)ethyl}oxazole, 4.9 g of pyridine, 6 ml of tert-butyl alcohol and 50 ml of chloroform was added dropwise 1.84 g of phosphoryl chloride at -10° C., and the mixture was stirred at the same temperature for 1 hour and further at room temperature overnight. The mixture was washed and dried, and then the solvent was removed. The residue was purified by silica gel chromatography to obtain 2.85 g of 4-tert-butoxycarbonyl-5-{2-(benzyloxycarbo... Yield: 63.5%. Reaction conditions: temperature 80 celsius, time 6 hour. Product: COC(C(C)(NC(=O)C1=C(C=2CCCCC2C=C1)OCCC1=CC=CC=C1)C)=O (2-methyl-2-[(1-phenethyloxy-5,6,7,8-tetrahydro-naphthalene-2-carbonyl)-amino]-propionic acid methyl ester). Procedure: 80 mg 2-[(1-hydroxy-5,6,7,8-tetrahydro-naphthalene-2-carbonyl)-amino]-2-methyl-pro-pionic acid methyl ester, 224 mg cesium carbonate, 61 mg of (2-bromoethyl)-benzene and 4 mg sodium iodide were dissolved in 5 ml of N,N-dimethylformamide and stirred at 80° C. for 6 h. 10 ml of diethyl ether and 10 ml of water were added to the reaction. The organic layer was separated and washed again with 10 ml of water. It was then dried over magnesium sulphate, filtered and concentrated in vacuo. Purification ... Solvent: CN(C=O)C (N,N-dimethylformamide), O (water), C(C)OCC (diethyl ether). The reactants are COC(C(C)(C)NC(=O)C1=C(C=2CCCCC2C=C1)O)=O (2-[(1-hydroxy-5,6,7,8-tetrahydro-naphthalene-2-carbonyl)-amino]-2-methyl-pro-pionic acid methyl ester), C([O-])([O-])=O.[Cs+].[Cs+] (cesium carbonate), BrCCC1=CC=CC=C1 ((2-bromoethyl)-benzene), [I-].[Na+] (sodium iodide). RXN SMILES: [CH3:1][O:2][C:3](=[O:21])[C:4]([NH:7][C:8]([C:10]1[CH:19]=[CH:18][C:17]2[CH2:16][CH2:15][CH2:14][CH2:13][C:12]=2[C:11]=1[OH:20])=[O:9])([CH3:6])[CH3:5].C(=O)([O-])[O-].[Cs+].[Cs+].Br[CH2:29][CH2:30][C:31]1[CH:36]=[CH:35][CH:34]=[CH:33][CH:32]=1.[I-].[Na+]>CN(C)C=O.O.C(OCC)C>[CH3:1][O:2][C:3](=[O:21])[C:4]([CH3:6])([NH:7][C:8]([C:10]1[CH:19]=[CH:18][C:17]2[CH2:16][CH2:15][CH2:14][CH2:13][C:12]=2[C:11]=1[O:20][CH2:29][CH2:30][C:31]1[CH:36]=[CH:35][CH:34]=[CH:33][CH:32]=1)=[O:9])[CH3:5] |f:1.2.3,5.6|. The reactants are CC(C)(C)OC(=O)CNC(C(=O)N1CCCC1C(=O)NCc1ccc2c(N)nccc2c1)C(c1ccccc1)c1ccccc1, ClCCl, Cl, O=C(O)C(F)(F)F. Product: Cl, Nc1nccc2cc(CNC(=O)C3CCCN3C(=O)C(NCC(=O)O)C(c3ccccc3)c3ccccc3)ccc12. Reaction SMILES: [CH3:2][C:3]([CH3:4])([O:5][C:6]([CH2:7][NH:8][CH:9]([CH:10]([c:11]1[cH:12][cH:13][cH:14][cH:15][cH:16]1)[c:17]1[cH:18][cH:19][cH:20][cH:21][cH:22]1)[C:23](=[O:24])[N:25]1[CH:26]([C:27](=[O:28])[NH:29][CH2:30][c:31]2[cH:32][c:33]3[cH:34][cH:35][n:36][c:37]([NH2:41])[c:38]3[cH:39][cH:40]2)[CH2:42][CH2:43][CH2:44]1)=[O:45])[CH3:46].[Cl:54][CH2:55][Cl:56].[ClH:1].[OH:47][C:48]([C:49]([F:50])([F:51])[F:52])=[O:53]>>[ClH:1].[O:5]=[C:6]([CH2:7][NH:8][CH:9]([CH:10]([c:11]1[cH:12][cH:13][cH:14][cH:15][cH:16]1)[c:17]1[cH:18][cH:19][cH:20][cH:21][cH:22]1)[C:23](=[O:24])[N:25]1[CH:26]([C:27](=[O:28])[NH:29][CH2:30][c:31]2[cH:32][c:33]3[cH:34][cH:35][n:36][c:37]([NH2:41])[c:38]3[cH:39][cH:40]2)[CH2:42][CH2:43][CH2:44]1)[OH:45]. Starting materials: C(C)(=O)OC(C)=O (acetic anhydride), ClC1=CC2=C(C=3CCCNC3CC2)C=C1Cl (8,9-dichloro-1,2,3,4,5,6-hexahydrobenzo[f]quinoline), C(Cl)(Cl)Cl (chloroform). Run in CCOCC (ether), N1=CC=CC=C1 (pyridine). Conditions: time 17 hour. Yields the product C(C)(=O)N1CCCC=2C3=C(CCC12)C=C(C(=C3)Cl)Cl (4-acetyl-8,9-dichloro-1,2,3,4,5,6-hexahydrobenzo[f]quinoline). Reaction SMILES: [Cl:1][C:2]1[C:15]([Cl:16])=[CH:14][C:5]2[C:6]3[CH2:7][CH2:8][CH2:9][NH:10][C:11]=3[CH2:12][CH2:13][C:4]=2[CH:3]=1.[C:17](OC(=O)C)(=[O:19])[CH3:18].C(Cl)(Cl)Cl>N1C=CC=CC=1.CCOCC>[C:17]([N:10]1[C:11]2[CH2:12][CH2:13][C:4]3[CH:3]=[C:2]([Cl:1])[C:15]([Cl:16])=[CH:14][C:5]=3[C:6]=2[CH2:7][CH2:8][CH2:9]1)(=[O:19])[CH3:18]. Procedure: 6.17 g (0.024 mol) of 8,9-dichloro-1,2,3,4,5,6-hexahydrobenzo[f]quinoline are dissolved in 10 ml of pyridine, 9 ml (0.09 mol) of acetic anhydride are added dropwise thereto and the mixture is stirred at room temperature for 17 hours. Chromatography on silica gel with chloroform yields a product which is suspended in ether and removed by filtration. There is obtained 4-acetyl-8,9-dichloro-1,2,3,4,5,6-hexahydrobenzo[f]quinoline with melting point 146°-148°. The reactants are COC1=NC2=C(C=C(C=C2C=C1)N)C (2-methoxy-6-amino-8-methylquinoline), FC1=C(C=CC=C1)[N+](=O)[O-] (1-fluoro-2-nitrobenzene), C([O-])([O-])=O.[Na+].[Na+] (sodium carbonate). Yields the product COC1=NC2=C(C=C(C=C2C=C1)NC1=C(C=CC=C1)[N+](=O)[O-])C (2-Methoxy-6-[(N-2-nitrophenyl)-amino]-8-methylquinoline). Reaction SMILES: [CH3:1][O:2][C:3]1[CH:12]=[CH:11][C:10]2[C:5](=[C:6]([CH3:14])[CH:7]=[C:8]([NH2:13])[CH:9]=2)[N:4]=1.F[C:16]1[CH:21]=[CH:20][CH:19]=[CH:18][C:17]=1[N+:22]([O-:24])=[O:23].C(=O)([O-])[O-].[Na+].[Na+]>>[CH3:1][O:2][C:3]1[CH:12]=[CH:11][C:10]2[C:5](=[C:6]([CH3:14])[CH:7]=[C:8]([NH:13][C:16]3[CH:21]=[CH:20][CH:19]=[CH:18][C:17]=3[N+:22]([O-:24])=[O:23])[CH:9]=2)[N:4]=1 |f:2.3.4|. Procedure details: This compound, m.p. 185°, was prepared similarly to Preparation 20 using 2-methoxy-6-amino-8-methylquinoline, 1-fluoro-2-nitrobenzene, and sodium carbonate as starting materials. The product was characterised spectroscopically and used directly in Preparation 17 without further purification. Starting materials: O=C([O-])[O-], Cn1nnnc1S, CC(C)=O, Cn1nnnc1SCCCCCCCCCl, [K+], [K+]. Product: Cn1nnnc1SCCCCCCCCSc1nnnn1C. Reaction SMILES: [C:24](=[O:25])([O-:26])[O-:27].[CH3:1][n:2]1[n:3][n:4][n:5][c:6]1[SH:7].[CH3:30][C:31](=[O:32])[CH3:33].[CH3:8][n:9]1[n:10][n:11][n:12][c:13]1[S:14][CH2:15][CH2:16][CH2:17][CH2:18][CH2:19][CH2:20][CH2:21][CH2:22][Cl:23].[K+:28].[K+:29]>>[CH3:1][n:2]1[n:3][n:4][n:5][c:6]1[S:7][CH2:22][CH2:21][CH2:20][CH2:19][CH2:18][CH2:17][CH2:16][CH2:15][S:14][c:13]1[n:9]([CH3:8])[n:10][n:11][n:12]1. Reactants: C(=O)([O-])[O-].[K+].[K+] (K2CO3), C(C)(=O)OC(C)Br (1-bromoethyl acetate), FC1=C(OCC(=O)O)C=CC(=C1NCC1=C(C=CC(=C1)C1=CC(=CC=C1)F)F)F (2-[2,4-difluoro-3-[[2-fluoro-5-(3-fluorophenyl)phenyl]methylamino]phenoxy]acetic acid). The solvent is CC(=O)N(C)C (DMA). Run at temperature 30 celsius, time 90 minute. The product is FC1=C(OCC(=O)OC(C)OC(C)=O)C=CC(=C1NCC1=C(C=CC(=C1)C1=CC(=CC=C1)F)F)F (1-Acetoxyethyl 2-[2,4-difluoro-3-[[2-fluoro-5-(3-fluorophenyl)phenyl]methylamino]phenoxy]acetate). Yield: 23.9%. RXN SMILES: [C:1]([O:4][CH:5](Br)[CH3:6])(=[O:3])[CH3:2].C([O-])([O-])=O.[K+].[K+].[F:14][C:15]1[C:25]([NH:26][CH2:27][C:28]2[CH:33]=[C:32]([C:34]3[CH:39]=[CH:38][CH:37]=[C:36]([F:40])[CH:35]=3)[CH:31]=[CH:30][C:29]=2[F:41])=[C:24]([F:42])[CH:23]=[CH:22][C:16]=1[O:17][CH2:18][C:19]([OH:21])=[O:20]>CC(N(C)C)=O>[F:14][C:15]1[C:25]([NH:26][CH2:27][C:28]2[CH:33]=[C:32]([C:34]3[CH:39]=[CH:38][CH:37]=[C:36]([F:40])[CH:35]=3)[CH:31]=[CH:30][C:29]=2[F:41])=[C:24]([F:42])[CH:23]=[CH:22][C:16]=1[O:17][CH2:18][C:19]([O:21][CH:5]([O:4][C:1](=[O:3])[CH3:2])[CH3:6])=[O:20] |f:1.2.3|. Procedure: 1-bromoethyl acetate (700 mg, 1.7 mmol, 1.0 eq) was dissolved in DMA (10 mL) at room temperature. K2CO3 (120 mg, 0.9 mmol, 0.5 mmol) was added and the mixture stirred for 90 min at 30° C. under a nitrogen atmosphere. The reaction was cooled to −5° C. and 2-[2,4-difluoro-3-[[2-fluoro-5-(3-fluorophenyl)phenyl]methylamino]phenoxy]acetic acid (I(b)) (350 mg, 2.1 mmol, 1.2 eq) was added. The reaction was warmed to 30° C. over 30 min and stirred for a further 30 min. The reaction was quenched by addit...